This data is from the Open Reaction Database (ORD), a public repository of structured organic reaction records. The task is: describe an organic reaction: reactants, conditions, products, and yield Solvent: C(C)(=O)OCC (ethyl acetate). Procedure: With stirring, 2,0 g (31.05 mmol) of zinc powder are added to a mixture of 4 g (10.35 mmol) of 2-n-octyloxytetracene-5,12-dione obtained in Example 1.1., 40 ml of ethyl acetate, 25 ml of acetic anhydride and 3.05 g (31.05 mmol) of potassium acetate. The mixture is stirred for 40 minutes at 25° C. and then filtered. The residue is washed 4 times with CH2Cl2. The filtrates are connected by evaporation and the residue is recrystallised from CH2Cl2 /pentane, then from toluene. Yield: 4.1 g (84%), m.... Reagents/catalysts: [Zn] (zinc). As a reaction SMILES: [CH2:1]([O:9][C:10]1[CH:27]=[CH:26][C:25]2[C:24](=[O:28])[C:23]3[C:14](=[CH:15][C:16]4[C:21]([CH:22]=3)=[CH:20][CH:19]=[CH:18][CH:17]=4)[C:13](=[O:29])[C:12]=2[CH:11]=1)[CH2:2][CH2:3][CH2:4][CH2:5][CH2:6][CH2:7][CH3:8].[C:30](OC(=O)C)(=[O:32])[CH3:31].[C:37]([O-])(=[O:39])[CH3:38].[K+]>[Zn].C(OCC)(=O)C>[CH2:1]([O:9][C:10]1[CH:27]=[CH:26][C:25]2[C:12](=[C:13]([O:29][C:37](=[O:39])[CH3:38])[C:14]3[C:23]([C:24]=2[O:28][C:30](=[O:32])[CH3:31])=[CH:22][C:21]2[C:16](=[CH:17][CH:18]=[CH:19][CH:20]=2)[CH:15]=3)[CH:11]=1)[CH2:2][CH2:3][CH2:4][CH2:5][CH2:6][CH2:7][CH3:8] |f:2.3|. The product is C(CCCCCCC)OC1=CC2=C(C3=CC4=CC=CC=C4C=C3C(=C2C=C1)OC(C)=O)OC(C)=O (2n-octyloxy-5,12-bis(acetoxy)-tetracene). Starting materials: C(CCCCCCC)OC1=CC=2C(C3=CC4=CC=CC=C4C=C3C(C2C=C1)=O)=O (2-n-octyloxytetracene-5,12-dione), C(C)(=O)OC(C)=O (acetic anhydride), C(C)(=O)[O-].[K+] (potassium acetate). Reactants: COC1=CC=C(CN2C(C3=C(C=CC=C3C=C2[C@H](C)NC(OCC2C3=CC=CC=C3C=3C=CC=CC23)=O)Cl)=O)C=C1 ((S)-(9H-fluoren-9-yl)methyl 1-(2-(4-methoxybenzyl)-8-chloro-1-oxo-1,2-dihydroisoquinolin-3-yl)ethylcarbamate). Run in FC(C(=O)O)(F)F (2,2,2-trifluoroacetic acid). The product is ClC=1C=CC=C2C=C(NC(C12)=O)[C@H](C)NC(OCC1C2=CC=CC=C2C=2C=CC=CC12)=O ((S)-(9H-fluoren-9-yl)methyl 1-(8-chloro-1-oxo-1,2-dihydroisoquinolin-3-yl)ethylcarbamate). As a reaction SMILES: COC1C=CC(C[N:8]2[C:17]([C@@H:18]([NH:20][C:21](=[O:37])[O:22][CH2:23][CH:24]3[C:36]4[CH:35]=[CH:34][CH:33]=[CH:32][C:31]=4[C:30]4[C:25]3=[CH:26][CH:27]=[CH:28][CH:29]=4)[CH3:19])=[CH:16][C:15]3[C:10](=[C:11]([Cl:38])[CH:12]=[CH:13][CH:14]=3)[C:9]2=[O:39])=CC=1>FC(F)(F)C(O)=O>[Cl:38][C:11]1[CH:12]=[CH:13][CH:14]=[C:15]2[C:10]=1[C:9](=[O:39])[NH:8][C:17]([C@@H:18]([NH:20][C:21](=[O:37])[O:22][CH2:23][CH:24]1[C:36]3[CH:35]=[CH:34][CH:33]=[CH:32][C:31]=3[C:30]3[C:25]1=[CH:26][CH:27]=[CH:28][CH:29]=3)[CH3:19])=[CH:16]2. Procedure: (S)-(9H-fluoren-9-yl)methyl 1-(8-chloro-2-(4-methoxybenzyl)-1-oxo-1,2-dihydroisoquinolin-3-yl)ethylcarbamate (344) (80 g, 142 mmol, 1.0 eq) was dissolved in 2,2,2-trifluoroacetic acid (300 mL) and the resulting mixture was stirred at reflux for 2 h. The mixture was allowed to cool to RT and then concentrated in vacuo. The residue was poured into water and then neutralized with NH3.H2O to adjust the pH value to 6-7 under 0° C. The resulting mixture was stirred at RT for 30 min. The solid was coll... The reactants are C=O, O=CO, O=C(c1csc(C2CCNCC2)c1)N1CCCC2CCCCC21. Product: CN1CCC(c2cc(C(=O)N3CCCC4CCCCC43)cs2)CC1. Reaction SMILES: [CH2:24]=[O:25].[CH:26]([OH:27])=[O:28].[N:1]1([C:11](=[O:12])[c:13]2[cH:14][s:15][c:16]([CH:18]3[CH2:19][CH2:20][NH:21][CH2:22][CH2:23]3)[cH:17]2)[CH2:2][CH2:3][CH2:4][CH:5]2[CH2:6][CH2:7][CH2:8][CH2:9][CH:10]12>>[N:1]1([C:11](=[O:12])[c:13]2[cH:14][s:15][c:16]([CH:18]3[CH2:19][CH2:20][N:21]([CH3:24])[CH2:22][CH2:23]3)[cH:17]2)[CH2:2][CH2:3][CH2:4][CH:5]2[CH2:6][CH2:7][CH2:8][CH2:9][CH:10]12. As a reaction SMILES: [C:16].[CH3:18][OH:19].[CH3:1][S:2](=[O:3])(=[O:4])[NH:5][c:6]1[cH:7][c:8]([C:12]#[N:13])[n:9]([CH3:11])[cH:10]1.[H:14][H:15].[Pd:17]>>[CH3:1][S:2](=[O:3])(=[O:4])[NH:5][c:6]1[cH:7][c:8]([CH2:12][NH2:13])[n:9]([CH3:11])[cH:10]1. Yields the product Cn1cc(NS(C)(=O)=O)cc1CN. Starting materials: C, CO, Cn1cc(NS(C)(=O)=O)cc1C#N, [H][H], [Pd]. Reactants: Cn1ncc2[nH]c3ccc(Cc4cccc(C#N)c4)cc3c(=O)c21, CC(C)(C)O, CS(C)=O, [Cl-], [K+], [NH4+], [OH-]. Product: Cn1ncc2[nH]c3ccc(Cc4cccc(C(N)=O)c4)cc3c(=O)c21. As a reaction SMILES: [CH3:1][n:2]1[n:3][cH:4][c:5]2[nH:6][c:7]3[cH:8][cH:9][c:10]([CH2:16][c:17]4[cH:18][c:19]([C:20]#[N:21])[cH:22][cH:23][cH:24]4)[cH:11][c:12]3[c:13](=[O:15])[c:14]12.[CH3:29][C:30]([OH:31])([CH3:32])[CH3:33].[CH3:34][S:35]([CH3:36])=[O:37].[Cl-:27].[K+:26].[NH4+:28].[OH-:25]>>[CH3:1][n:2]1[n:3][cH:4][c:5]2[nH:6][c:7]3[cH:8][cH:9][c:10]([CH2:16][c:17]4[cH:18][c:19]([C:20]([NH2:21])=[O:25])[cH:22][cH:23][cH:24]4)[cH:11][c:12]3[c:13](=[O:15])[c:14]12. Reactants: COc1cc(Nc2c(C#N)cnc3cc(Br)ccc23)c(Cl)cc1Cl, O=C([O-])O, COCCOC, O=Cc1ccc(B(O)O)cc1, [Na+]. Yields the product COc1cc(Nc2c(C#N)cnc3cc(-c4ccc(C=O)cc4)ccc23)c(Cl)cc1Cl. As a reaction SMILES: [Br:1][c:2]1[cH:3][cH:4][c:5]2[c:6]([NH:14][c:15]3[c:16]([Cl:24])[cH:17][c:18]([Cl:23])[c:19]([O:21][CH3:22])[cH:20]3)[c:7]([C:12]#[N:13])[cH:8][n:9][c:10]2[cH:11]1.[C:36](=[O:37])([OH:38])[O-:39].[CH3:41][O:42][CH2:43][CH2:44][O:45][CH3:46].[CH:25](=[O:26])[c:27]1[cH:28][cH:29][c:30]([B:33]([OH:34])[OH:35])[cH:31][cH:32]1.[Na+:40]>>[c:2]1(-[c:30]2[cH:29][cH:28][c:27]([CH:25]=[O:26])[cH:32][cH:31]2)[cH:3][cH:4][c:5]2[c:6]([NH:14][c:15]3[c:16]([Cl:24])[cH:17][c:18]([Cl:23])[c:19]([O:21][CH3:22])[cH:20]3)[c:7]([C:12]#[N:13])[cH:8][n:9][c:10]2[cH:11]1. The reactants are O=P(Cl)(Cl)Cl (POCl3), C1(=CC=CC=C1)C=1C=C2C=CC=[N+](C2=NC1C1=CC=CC=C1)[O-] (6,7-diphenyl-1,8-naphthyridine 1-oxide), C1(=CC=CC=C1)C1=[N+](C2=NC=CC=C2C=C1C1=CC=CC=C1)[O-] (2,3-diphenyl-1,8-naphthyridine 1-oxide), C1(=CC=CC=C1)C1=[N+](C2=NC=CC=C2C=C1C1=CC=CC=C1)[O-] (2,3-diphenyl-1,8-naphthyridine 1-oxide), C(=O)([O-])[O-].[Na+].[Na+] (Na2CO3). Product: ClC1=CC=C2C=C(C(=NC2=N1)C1=CC=CC=C1)C1=CC=CC=C1 (7-chloro-2,3-diphenyl-1,8-naphthyridine), ClC1=C2C=C(C(=NC2=NC=C1)C1=CC=CC=C1)C1=CC=CC=C1 (5-chloro-2,3-diphenyl-1,8-naphthyridine). Reaction SMILES: O=P(Cl)(Cl)[Cl:3].[C:6]1([C:12]2[CH:13]=[C:14]3[C:19](=[N:20][C:21]=2[C:22]2[CH:27]=[CH:26][CH:25]=[CH:24][CH:23]=2)[N+:18]([O-])=[CH:17][CH:16]=[CH:15]3)[CH:11]=[CH:10][CH:9]=[CH:8][CH:7]=1.[C:29]1([C:35]2[C:44]([C:45]3[CH:50]=[CH:49][CH:48]=[CH:47][CH:46]=3)=[CH:43][C:42]3[C:37](=[N:38][CH:39]=[CH:40][CH:41]=3)[N+:36]=2[O-])[CH:34]=[CH:33][CH:32]=[CH:31][CH:30]=1.C([O-])([O-])=O.[Na+].[Na+]>>[Cl:3][C:17]1[N:18]=[C:19]2[C:14]([CH:13]=[C:12]([C:6]3[CH:11]=[CH:10][CH:9]=[CH:8][CH:7]=3)[C:21]([C:22]3[CH:27]=[CH:26][CH:25]=[CH:24][CH:23]=3)=[N:20]2)=[CH:15][CH:16]=1.[Cl:3][C:41]1[CH:40]=[CH:39][N:38]=[C:37]2[C:42]=1[CH:43]=[C:44]([C:45]1[CH:50]=[CH:49][CH:48]=[CH:47][CH:46]=1)[C:35]([C:29]1[CH:34]=[CH:33][CH:32]=[CH:31][CH:30]=1)=[N:36]2 |f:3.4.5|. Reported procedure: POCl3 (10 ml, 107 mmol) was added dropwise to a mixture of 6,7-diphenyl-1,8-naphthyridine 1-oxide and 2,3-diphenyl-1,8-naphthyridine 1-oxide (Intermediates C) (3 g, 10.06 mmol) at 0° C. The reaction mixture was allowed to warm at room temperature and heated at 100° C. for 2 h. The mixture was poured carefully onto ice/water and the pH was adjusted to pH 8-9 by addition of Na2CO3 (solid) portionwise. The aqueous layer was separated and extracted with DCM (3×150 ml). The organic portions were comb...